This data is from the Open Reaction Database (ORD), a public repository of structured organic reaction records. The task is: describe an organic reaction: reactants, conditions, products, and yield Starting materials: O=C1Cc2cc(F)cc(Br)c2N1, Cc1c(C=O)[nH]c2c1C(=O)N(CCN1CCCCC1)CCC2. Yields the product Cc1c(C=C2C(=O)Nc3c(Br)cc(F)cc32)[nH]c2c1C(=O)N(CCN1CCCCC1)CCC2. RXN SMILES: [Br:23][c:24]1[cH:25][c:26]([F:34])[cH:27][c:28]2[c:32]1[NH:31][C:30](=[O:33])[CH2:29]2.[CH3:1][c:2]1[c:3]([CH:21]=[O:22])[nH:4][c:5]2[c:6]1[C:7](=[O:20])[N:8]([CH2:12][CH2:13][N:14]1[CH2:15][CH2:16][CH2:17][CH2:18][CH2:19]1)[CH2:9][CH2:10][CH2:11]2>>[CH3:1][c:2]1[c:3]([CH:21]=[C:29]2[c:28]3[cH:27][c:26]([F:34])[cH:25][c:24]([Br:23])[c:32]3[NH:31][C:30]2=[O:33])[nH:4][c:5]2[c:6]1[C:7](=[O:20])[N:8]([CH2:12][CH2:13][N:14]1[CH2:15][CH2:16][CH2:17][CH2:18][CH2:19]1)[CH2:9][CH2:10][CH2:11]2. The reactants are O=C([O-])O, CS(=O)(=O)c1ccc(C(CC2CCCC2)c2ncc(C(=O)C3CC3)[nH]2)cc1, O=C1CCC(=O)N1Cl, ClCCCl, [Na+], [Na+], [Na+], O=S([O-])([O-])=S. Product: CS(=O)(=O)c1ccc(C(CC2CCCC2)c2nc(Cl)c(C(=O)C3CC3)[nH]2)cc1. As a reaction SMILES: [C:36](=[O:37])([O-:38])[OH:39].[CH:1]1([CH2:6][CH:7]([c:8]2[cH:9][cH:10][c:11]([S:14](=[O:15])(=[O:16])[CH3:17])[cH:12][cH:13]2)[c:18]2[nH:19][c:20]([C:23](=[O:24])[CH:25]3[CH2:26][CH2:27]3)[cH:21][n:22]2)[CH2:2][CH2:3][CH2:4][CH2:5]1.[Cl:28][N:29]1[C:30](=[O:31])[CH2:32][CH2:33][C:34]1=[O:35].[Cl:48][CH2:49][CH2:50][Cl:51].[Na+:40].[Na+:46].[Na+:47].[S:41]([O-:42])([O-:43])(=[O:44])=[S:45]>>[CH:1]1([CH2:6][CH:7]([c:8]2[cH:9][cH:10][c:11]([S:14](=[O:15])(=[O:16])[CH3:17])[cH:12][cH:13]2)[c:18]2[nH:19][c:20]([C:23](=[O:24])[CH:25]3[CH2:26][CH2:27]3)[c:21]([Cl:28])[n:22]2)[CH2:2][CH2:3][CH2:4][CH2:5]1. The reactants are ice water, ClC=1C(=NC=CN1)C(O)C1=CC=C2C=CC=NC2=C1 ((3-chloropyrazin-2-yl)-quinolin-7-ylmethanol), C1(C=2C(C(N1)=O)=CC=CC2)=O (phthalimide), C1=CC=C(C=C1)P(C2=CC=CC=C2)C3=CC=CC=C3 (PPh3), C1=CC=C(C=C1)P(C2=CC=CC=C2)C3=CC=CC=C3 (PPh3), CC(C)OC(=O)/N=N/C(=O)OC(C)C (DIAD), CC(C)OC(=O)/N=N/C(=O)OC(C)C (DIAD). The solvent is C1CCOC1 (THF). Run at time 21.5 hour. Yields the product ClC=1C(=NC=CN1)C(N1C(C2=CC=CC=C2C1=O)=O)C1=CC=C2C=CC=NC2=C1 (2-[(3-Chloro-pyrazin-2-yl)-quinolin-7-yl-methyl]-isoindole-1,3-dione). RXN SMILES: [Cl:1][C:2]1[C:3]([CH:8]([C:10]2[CH:19]=[C:18]3[C:13]([CH:14]=[CH:15][CH:16]=[N:17]3)=[CH:12][CH:11]=2)O)=[N:4][CH:5]=[CH:6][N:7]=1.[C:20]1(=[O:30])[NH:24][C:23](=[O:25])[C:22]2=[CH:26][CH:27]=[CH:28][CH:29]=[C:21]12.C1C=CC(P(C2C=CC=CC=2)C2C=CC=CC=2)=CC=1.CC(OC(/N=N/C(OC(C)C)=O)=O)C>C1COCC1>[Cl:1][C:2]1[C:3]([CH:8]([C:10]2[CH:19]=[C:18]3[C:13]([CH:14]=[CH:15][CH:16]=[N:17]3)=[CH:12][CH:11]=2)[N:24]2[C:20](=[O:30])[C:21]3[C:22](=[CH:26][CH:27]=[CH:28][CH:29]=3)[C:23]2=[O:25])=[N:4][CH:5]=[CH:6][N:7]=1. Procedure: To a suspension of (3-chloropyrazin-2-yl)-quinolin-7-ylmethanol (600 mg, 2.21 mmol), phthalimide (356 mg, 2.42 mmol), and PS—PPh3 (loading 2.12 mmol/g; 1.56 g, 3.31 mmol) in dry THF (20 mL), cooled by ice/water, was added DIAD (480 L, 493 mg, 2.44 mmol), then the cooling bath was removed and the flask was vortexed at ambient temperature for 21.5 h. More PS—PPh3 (520 mg, 1.10 mmol) and DIAD (160 μL, 164 mg, 0.81 mmol) were added, and vortexing was continued for 6.5 h. The resin was filtered and w... The product is COC(=O)C1=CC2=C(N=C(O2)C2=CC(=CC=C2)N2C(C3=CC=C(C=C3C2=O)C(=O)O)=O)C=C1 (2-[3-(5-Carboxy-1,3-dioxo-1,3-dihydro-isoindol-2-yl)phenyl]benzoxazole-6-carboxylic acid methyl ester). The reactants are COC(=O)C1=CC2=C(N=C(O2)C2=CC(=CC=C2)N)C=C1 (2-(3-aminophenyl)benzoxazole-6-carboxylic acid methyl ester), C1=CC2=C(C=C1C(=O)O)C(=O)OC2=O (1,2,4-benzenetricarboxylic anhydride). As a reaction SMILES: [CH3:1][O:2][C:3]([C:5]1[CH:20]=[CH:19][C:8]2[N:9]=[C:10]([C:12]3[CH:17]=[CH:16][CH:15]=[C:14]([NH2:18])[CH:13]=3)[O:11][C:7]=2[CH:6]=1)=[O:4].[CH:21]1[C:26]([C:27]([OH:29])=[O:28])=[CH:25][C:24]2[C:30]([O:32][C:33](=O)[C:23]=2[CH:22]=1)=[O:31]>>[CH3:1][O:2][C:3]([C:5]1[CH:20]=[CH:19][C:8]2[N:9]=[C:10]([C:12]3[CH:17]=[CH:16][CH:15]=[C:14]([N:18]4[C:30](=[O:31])[C:24]5[C:23](=[CH:22][CH:21]=[C:26]([C:27]([OH:29])=[O:28])[CH:25]=5)[C:33]4=[O:32])[CH:13]=3)[O:11][C:7]=2[CH:6]=1)=[O:4]. Procedure: Prepared by the method of Example 1b), from 2-(3-aminophenyl)benzoxazole-6-carboxylic acid methyl ester (100 mg, 0.37 mmol) and 1,2,4-benzenetricarboxylic anhydride (72 mg, 0.37 mmol) the title compound was obtained (148 mg, 90%). 1H NMR (DMSO) δ 8.45(dd, 1H), 8.39(m, 1H), 8.32(m, 3H), 8.13(d, 1H), 8.05(dd, 1H), 7.96(d, 1H), 7.80(m, 2H), 3.91(s, 3H). MS 443 m/z (M+H)+. Reactants: N(=[N+]=[N-])CC[C@H]1[C@H](C1)C1CCN(CC1)C1=NC=C(C=N1)Cl (2-{-4-[(1S,2S)-2-(2-azidoethyl)cyclopropyl]piperidin-1-yl}-5-chloropyrimidine), C1(=CC=CC=C1)P(C1=CC=CC=C1)C1=CC=CC=C1 (triphenylphosphine), O (water). Solvent: C1CCOC1 (THF). Conditions: time 1 hour. Product: ClC=1C=NC(=NC1)N1CCC(CC1)[C@@H]1[C@@H](C1)CCN (2-{(1S,2S)-2-[1-(5-chloropyrimidin-2-yl)piperidin-4-yl]cyclopropyl}ethanamine). Reaction SMILES: [N:1]([CH2:4][CH2:5][C@@H:6]1[CH2:8][C@@H:7]1[CH:9]1[CH2:14][CH2:13][N:12]([C:15]2[N:20]=[CH:19][C:18]([Cl:21])=[CH:17][N:16]=2)[CH2:11][CH2:10]1)=[N+]=[N-].C1(P(C2C=CC=CC=2)C2C=CC=CC=2)C=CC=CC=1.O>C1COCC1>[Cl:21][C:18]1[CH:17]=[N:16][C:15]([N:12]2[CH2:13][CH2:14][CH:9]([C@H:7]3[CH2:8][C@H:6]3[CH2:5][CH2:4][NH2:1])[CH2:10][CH2:11]2)=[N:20][CH:19]=1. Procedure: 2-{4-[(1S,2S)-2-(2-azidoethyl)cyclopropyl]piperidin-1-yl}-5-chloropyrimidine (34 mg, 0.11 mmol) from step 2 of this example was dissolved in THF (1 mL), triphenylphosphine (58.1 mg, 0.22 mmol) was added, then water (0.085 mL). The reaction was run at room temperature for 1 hour, then 40° C. 1 hour. The reaction was cooled down to room temperature, concentrated to dryness and purified by column chromatography through a 12 gram RediSep Rf™ silica gel cartridge eluting with 10% methanol/dichloromet...